Task: describe an organic reaction: reactants, conditions, products, and yield. Dataset: the Open Reaction Database (ORD), a public repository of structured organic reaction records As a reaction SMILES: [Cl:1][C:2]1[CH:13]=[C:12]([F:14])[C:11]([NH:15][C:16]([NH2:18])=[O:17])=[CH:10][C:3]=1[C:4]([O:6][CH:7]([CH3:9])[CH3:8])=[O:5].[CH3:19][CH2:20][C:21]([CH2:23][C:24]([O:26][CH2:27][CH3:28])=[O:25])=O>>[Cl:1][C:2]1[CH:13]=[C:12]([F:14])[C:11]([NH:15][C:16]([NH:18][C:21]([CH2:20][CH3:19])=[CH:23][C:24]([O:26][CH2:27][CH3:28])=[O:25])=[O:17])=[CH:10][C:3]=1[C:4]([O:6][CH:7]([CH3:9])[CH3:8])=[O:5]. Reported procedure: using isopropyl 2-chloro-4-fluoro-5-ureidobenzoate and ethyl 3-oxo-n-valerate and finely powdered Amberlyst®-15 (an organic polymeric resin featuring free sulphone groups) as catalyst there is obtained isopropyl 2-chloro-4-fluoro-5-{3-[2-(ethoxycarbonyl)-1-ethylvinyl]ureido}-benzoate, m.p. 123°-126° C., The reactants are ClC1=C(C(=O)OC(C)C)C=C(C(=C1)F)NC(=O)N (isopropyl 2-chloro-4-fluoro-5-ureidobenzoate), CCC(=O)CC(=O)OCC (ethyl 3-oxo-n-valerate). The product is ClC1=C(C(=O)OC(C)C)C=C(C(=C1)F)NC(=O)NC(=CC(=O)OCC)CC (isopropyl 2-chloro-4-fluoro-5-{3-[2-(ethoxycarbonyl)-1-ethylvinyl]ureido}-benzoate). Starting materials: N(=[N+]=[N-])CCO[C@H]([C@H]1CN(CCC1)C(=O)OC(C)(C)C)C1=C(C=CC(=C1)Cl)C ((R)-tert-butyl 3-((R)-(2-azidoethoxy)(5-chloro-2-methylphenyl)methyl)piperidine-1-carboxylate). Reagents/catalysts: [OH-].[OH-].[Pd+2] (Pd(OH)2). The solvent is CCOC(=O)C (EtOAc). Reaction conditions: time 3 hour. Product: NCCO[C@H]([C@H]1CN(CCC1)C(=O)OC(C)(C)C)C1=C(C=CC(=C1)Cl)C ((R)-tert-butyl 3-((R)-(2-aminoethoxy)(5-chloro-2-methylphenyl)methyl)piperidine-1-carboxylate). The yield is 94.7%. Reaction SMILES: [N:1]([CH2:4][CH2:5][O:6][C@@H:7]([C:21]1[CH:26]=[C:25]([Cl:27])[CH:24]=[CH:23][C:22]=1[CH3:28])[C@@H:8]1[CH2:13][CH2:12][CH2:11][N:10]([C:14]([O:16][C:17]([CH3:20])([CH3:19])[CH3:18])=[O:15])[CH2:9]1)=[N+]=[N-]>CCOC(C)=O.[OH-].[OH-].[Pd+2]>[NH2:1][CH2:4][CH2:5][O:6][C@@H:7]([C:21]1[CH:26]=[C:25]([Cl:27])[CH:24]=[CH:23][C:22]=1[CH3:28])[C@@H:8]1[CH2:13][CH2:12][CH2:11][N:10]([C:14]([O:16][C:17]([CH3:20])([CH3:19])[CH3:18])=[O:15])[CH2:9]1 |f:2.3.4|. Procedure details: (R)-tert-butyl 3-((R)-(2-azidoethoxy)(5-chloro-2-methylphenyl)methyl)piperidine-1-carboxylate (7 g, 17.1 mmol.) was dissolved in EtOAc (300 mL), 0.8 g of Pd(OH)2 was added and the air in bottle was replaced 3 times with H2, the reaction was stirred at rt for 3 hr. The solution was filtered and concentrated to give (R)-tert-butyl 3-((R)-(2-aminoethoxy)(5-chloro-2-methylphenyl)methyl)piperidine-1-carboxylate (6.2 g), which was used in the next step without further purification. Starting materials: Cl (HCl), C(C)(C)(C)OC(NC12CC3(CC2CC(C1)C3)C(N)=O)=O ((2-Carbamoylhexahydro-2,5-methanopentalen-3a-yl)carbamic acid tert-butyl ester), amine. The solvent is ClCCl (dichloromethane). Reaction conditions: time 8 hour. Yields the product NC12CC3(CC2CC(C1)C3)C(=O)N (3a-Aminohexahydro-2,5-methanopentalene-2-carboxamide). Reaction SMILES: C(OC(=O)[NH:7][C:8]12[CH2:15][CH:14]3[CH2:16][C:10]([C:17](=[O:19])[NH2:18])([CH2:11][CH:12]1[CH2:13]3)[CH2:9]2)(C)(C)C.Cl>ClCCl>[NH2:7][C:8]12[CH2:15][CH:14]3[CH2:16][C:10]([C:17]([NH2:18])=[O:19])([CH2:11][CH:12]1[CH2:13]3)[CH2:9]2. Reported procedure: (2-Carbamoylhexahydro-2,5-methanopentalen-3a-yl)carbamic acid tert-butyl ester (1.8 g) dissolved in dichloromethane (50 ml), 11 equivalents of HCl (4M in dioxane) added and the mixture stirred at room temperature overnight. LCMS: amine is fully deprotected. The reaction solution was concentrated by rotary evaporation, the HCl salt of the amine was released with 50 ml of saturated Na2CO3 solution+3 ml of 2M NaOH, and the mixture was extracted a total of 8 times with 20 ml of dichloromethane and o... Starting materials: FC1=C(C=C(C=N1)C(C)N1CCOCC1)C1=C2N=CN(C2=NC(=N1)C)C1OCCCC1 (4-(1-(6-fluoro-5-(2-methyl-9-(tetrahydro-2H-pyran-2-yl)-9H-purin-6-yl)pyridin-3-yl)ethyl)morpholine), NC=1C=C(C(=NC1)Cl)NS(=O)(=O)N(C)C (N′-(5-amino-2-chloro-3-pyridinyl)-N,N-dimethylsulfamide), C[Si](C)(C)[N-][Si](C)(C)C.[Na+] (NaHMDS). Solvent: C1CCOC1 (THF). Run at temperature 0 celsius, time 30 minute. Product: ClC1=NC=C(C=C1NS(=O)(=O)N(C)C)NC1=NC=C(C=C1C1=C2N=CN(C2=NC(=N1)C)C1OCCCC1)C(C)N1CCOCC1 (N′-(2-chloro-5-((3-(2-methyl-9-(tetrahydro-2H-pyran-2-yl)-9H-purin-6-yl)-5-(1-(4-morpholinyl)ethyl)-2-pyridinyl)amino)-3-pyridinyl)-N,N-dimethylsulfamide). Yield: 64.7%. RXN SMILES: F[C:2]1[N:7]=[CH:6][C:5]([CH:8]([N:10]2[CH2:15][CH2:14][O:13][CH2:12][CH2:11]2)[CH3:9])=[CH:4][C:3]=1[C:16]1[N:24]=[C:23]([CH3:25])[N:22]=[C:21]2[C:17]=1[N:18]=[CH:19][N:20]2[CH:26]1[CH2:31][CH2:30][CH2:29][CH2:28][O:27]1.[NH2:32][C:33]1[CH:34]=[C:35]([NH:40][S:41]([N:44]([CH3:46])[CH3:45])(=[O:43])=[O:42])[C:36]([Cl:39])=[N:37][CH:38]=1.C[Si]([N-][Si](C)(C)C)(C)C.[Na+]>C1COCC1>[Cl:39][C:36]1[C:35]([NH:40][S:41]([N:44]([CH3:45])[CH3:46])(=[O:43])=[O:42])=[CH:34][C:33]([NH:32][C:2]2[C:3]([C:16]3[N:24]=[C:23]([CH3:25])[N:22]=[C:21]4[C:17]=3[N:18]=[CH:19][N:20]4[CH:26]3[CH2:31][CH2:30][CH2:29][CH2:28][O:27]3)=[CH:4][C:5]([CH:8]([N:10]3[CH2:15][CH2:14][O:13][CH2:12][CH2:11]3)[CH3:9])=[CH:6][N:7]=2)=[CH:38][N:37]=1 |f:2.3|. Procedure details: To a stirred solution of 4-(1-(6-fluoro-5-(2-methyl-9-(tetrahydro-2H-pyran-2-yl)-9H-purin-6-yl)pyridin-3-yl)ethyl)morpholine (Example 339 step 4, 0.0475 g, 0.111 mmol) and N′-(5-amino-2-chloro-3-pyridinyl)-N,N-dimethylsulfamide (Example 384, Step 2 0.0380 g, 0.152 mmol) in THF (1 mL) in 20 mL scintillation vial, NaHMDS (Aldrich, 1 M in THF, 0.445 mL, 0.445 mmol) was added dropwise at 0° C. The dark red mixture was stirred at 0° C. for 30 min. The reaction mixture was partitioned between buffer (... Run at time 20 minute. Product: C(C)(C)(C)OC(=O)NC1CN(CC1)[C@@H]1CC[C@H](CC1)C1=[N+](C=CC=C1)[O-] (trans-2-[4-(3-tert-butoxycarbonylaminopyrrolidin-1-yl)-cyclohexyl]-pyridine N-oxide). Procedure: To a solution of 17.8 mL of methanol containing 2-(4-oxocyclohexyl)pyridine N-oxide (1.8 g, 9.41 mmol) and 1.75 g (9.41 mmol) of (3R)-(+)-3-(tert-butoxycarbonylamino)-pyrrolidine was added 3.23 mL (56.4 mmol) of glacial acetic acid under an inert atmosphere. The resulting solution was stirred at ambient temperature for 20 minutes, cooled to 0° C., and treated with four equal portions of solid sodium cyanoborohyride (total: 296 mg, 4.71 mmol). The reaction mixture was stirred at 0° C. for 20 minu... Starting materials: O=C1CCC(CC1)C1=[N+](C=CC=C1)[O-] (2-(4-oxocyclohexyl)pyridine N-oxide), C(C)(C)(C)OC(=O)N[C@H]1CNCC1 ((3R)-(+)-3-(tert-butoxycarbonylamino)-pyrrolidine), [Na] (sodium), C(C)(=O)O (acetic acid). As a reaction SMILES: O=[C:2]1[CH2:7][CH2:6][CH:5]([C:8]2[CH:13]=[CH:12][CH:11]=[CH:10][N+:9]=2[O-:14])[CH2:4][CH2:3]1.[C:15]([O:19][C:20]([NH:22][C@@H:23]1[CH2:27][CH2:26][NH:25][CH2:24]1)=[O:21])([CH3:18])([CH3:17])[CH3:16].C(O)(=O)C.[Na]>CO>[C:15]([O:19][C:20]([NH:22][CH:23]1[CH2:27][CH2:26][N:25]([C@H:2]2[CH2:7][CH2:6][C@H:5]([C:8]3[CH:13]=[CH:12][CH:11]=[CH:10][N+:9]=3[O-:14])[CH2:4][CH2:3]2)[CH2:24]1)=[O:21])([CH3:18])([CH3:16])[CH3:17] |^1:31|. The solvent is CO (methanol). Solvent: CN(C=O)C (N,N-dimethyl formamide). Reported procedure: To a solution of 1{(2-carboxyethyl)-[4-(4-fluorophenoxy)benzenesulfonyl]amino}cyclopentanecarboxylic acid benzyl ester (147 grams) in N,N-dimethyl formamide (3 L) at room temperature was added potassium carbonate (150 grams, 1.08 mole) and ethyl iodide (32.4 mL, 0.405 mole). The mixture was stirred for 16 hours at room temperature. After filtration, most of the solvent was removed under vacuum. The residue was taken up in water and acidified using 6N aqueous hydrogen chloride solution. The resul... Product: C(C1=CC=CC=C1)OC(=O)C1(CCCC1)N(S(=O)(=O)C1=CC=C(C=C1)OC1=CC=C(C=C1)F)CCC(=O)OCC (1{(2-ethoxycarbonylethyl)-[4-(4-fluorophenoxy)benzenesulfonyl]amino}cyclopentane carboxylic acid benzyl ester). Reactants: C(C1=CC=CC=C1)OC(=O)C1(CCCC1)N(S(=O)(=O)C1=CC=C(C=C1)OC1=CC=C(C=C1)F)CCC(=O)O (1{(2-carboxyethyl)-[4-(4-fluorophenoxy)benzenesulfonyl]amino}cyclopentanecarboxylic acid benzyl ester), C([O-])([O-])=O.[K+].[K+] (potassium carbonate), C(C)I (ethyl iodide). Run at time 16 hour. The yield is 96.4%. As a reaction SMILES: [CH2:1]([O:8][C:9]([C:11]1([N:16]([CH2:34][CH2:35][C:36]([OH:38])=[O:37])[S:17]([C:20]2[CH:25]=[CH:24][C:23]([O:26][C:27]3[CH:32]=[CH:31][C:30]([F:33])=[CH:29][CH:28]=3)=[CH:22][CH:21]=2)(=[O:19])=[O:18])[CH2:15][CH2:14][CH2:13][CH2:12]1)=[O:10])[C:2]1[CH:7]=[CH:6][CH:5]=[CH:4][CH:3]=1.C(=O)([O-])[O-].[K+].[K+].[CH2:45](I)[CH3:46]>CN(C)C=O>[CH2:1]([O:8][C:9]([C:11]1([N:16]([CH2:34][CH2:35][C:36]([O:38][CH2:45][CH3:46])=[O:37])[S:17]([C:20]2[CH:25]=[CH:24][C:23]([O:26][C:27]3[CH:32]=[CH:31][C:30]([F:33])=[CH:29][CH:28]=3)=[CH:22][CH:21]=2)(=[O:18])=[O:19])[CH2:15][CH2:14][CH2:13][CH2:12]1)=[O:10])[C:2]1[CH:3]=[CH:4][CH:5]=[CH:6][CH:7]=1 |f:1.2.3|. Reactants: COCCOCCO (2-(2-methoxyethoxy)ethanol), C(CCC)P(CCCC)CCCC (tributylphosphine), ClC1=CC(=C(NC2=NC=NC3=CC(=C(C=C23)OC)O)C=C1)F (4-(4-chloro-2-fluoroanilino)-7-hydroxy-6-methoxyquinazoline), N(=NC(=O)N1CCCCC1)C(=O)N1CCCCC1 (1,1′-(azodicarbonyl)dipiperidine). Solvent: C(Cl)Cl (methylene chloride), CCOCC (Ether), C(Cl)Cl (methylene chloride). Conditions: time 2 hour. The product is Cl.ClC1=CC(=C(NC2=NC=NC3=CC(=C(C=C23)OC)OCCOCCOC)C=C1)F (4-(4-chloro-2-fluoroanilino)-6-methoxy-7-(2-(2-methoxyethoxy)ethoxy)quinazoline hydrochloride). The yield is 88.7%. RXN SMILES: [CH3:1][O:2][CH2:3][CH2:4][O:5][CH2:6][CH2:7]O.C(P(CCCC)CCCC)CCC.[Cl:22][C:23]1[CH:42]=[CH:41][C:26]([NH:27][C:28]2[C:37]3[C:32](=[CH:33][C:34]([OH:40])=[C:35]([O:38][CH3:39])[CH:36]=3)[N:31]=[CH:30][N:29]=2)=[C:25]([F:43])[CH:24]=1.N(C(N1CCCCC1)=O)=NC(N1CCCCC1)=O>C(Cl)Cl.CCOCC>[ClH:22].[Cl:22][C:23]1[CH:42]=[CH:41][C:26]([NH:27][C:28]2[C:37]3[C:32](=[CH:33][C:34]([O:40][CH2:7][CH2:6][O:5][CH2:4][CH2:3][O:2][CH3:1])=[C:35]([O:38][CH3:39])[CH:36]=3)[N:31]=[CH:30][N:29]=2)=[C:25]([F:43])[CH:24]=1 |f:6.7|. Procedure details: A solution of 2-(2-methoxyethoxy)ethanol (90 mg, 0.75 mmol) in methylene chloride (1 ml) was added to tributylphosphine (320 mg, 1.58 mmol) and 4-(4-chloro-2-fluoroanilino)-7-hydroxy-6-methoxyquinazoline (200 mg, 0.63 mmol), (prepared as described for the starting material in Example 2), in methylene chloride (6 ml) at 0° C. under argon. To the resulting mixture 1,1′-(azodicarbonyl)dipiperidine (400 mg, 1.6 mmol) was added in portions. The mixture was allowed to warm to ambient temperature and s... The reactants are CCCc1c(OCCOCCOCCOc2c(C(C)=O)ccc(OCCCC(=O)OCC)c2CCC)ccc(C(C)=O)c1O, CO, [Na+], [OH-]. Yields the product CCCc1c(OCCOCCOCCOc2c(C(C)=O)ccc(OCCCC(=O)O)c2CCC)ccc(C(C)=O)c1O. As a reaction SMILES: [CH2:1]([CH3:2])[O:3][C:4]([CH2:5][CH2:6][CH2:7][O:8][c:9]1[c:10]([CH2:41][CH2:42][CH3:43])[c:11]([O:18][CH2:19][CH2:20][O:21][CH2:22][CH2:23][O:24][CH2:25][CH2:26][O:27][c:28]2[c:29]([CH2:38][CH2:39][CH3:40])[c:30]([OH:37])[c:31]([C:34]([CH3:35])=[O:36])[cH:32][cH:33]2)[c:12]([C:15]([CH3:16])=[O:17])[cH:13][cH:14]1)=[O:44].[CH3:47][OH:48].[Na+:46].[OH-:45]>>[O:3]=[C:4]([CH2:5][CH2:6][CH2:7][O:8][c:9]1[c:10]([CH2:41][CH2:42][CH3:43])[c:11]([O:18][CH2:19][CH2:20][O:21][CH2:22][CH2:23][O:24][CH2:25][CH2:26][O:27][c:28]2[c:29]([CH2:38][CH2:39][CH3:40])[c:30]([OH:37])[c:31]([C:34]([CH3:35])=[O:36])[cH:32][cH:33]2)[c:12]([C:15]([CH3:16])=[O:17])[cH:13][cH:14]1)[OH:44].